This data is from the Open Reaction Database (ORD), a public repository of structured organic reaction records. The task is: describe an organic reaction: reactants, conditions, products, and yield The reactants are NC=1C=C2NC(C(NC2=CC1[N+](=O)[O-])=O)=O (6-amino-7-nitro-2,3(1H,4H)-quinoxalinedione), COC1OC(CC1)OC (2,5-dimethoxytetrahydrofuran). The product is N1(C=CC=C1)C=1C=C2NC(C(NC2=CC1[N+](=O)[O-])=O)=O (6-(1-Pyrrolyl)-7-nitro-2,3(1H,4H)-quinoxalinedione). Reaction SMILES: [NH2:1][C:2]1[CH:3]=[C:4]2[C:9](=[CH:10][C:11]=1[N+:12]([O-:14])=[O:13])[NH:8][C:7](=[O:15])[C:6](=[O:16])[NH:5]2.CO[CH:19]1[CH2:23][CH2:22][CH:21](OC)O1>>[N:1]1([C:2]2[CH:3]=[C:4]3[C:9](=[CH:10][C:11]=2[N+:12]([O-:14])=[O:13])[NH:8][C:7](=[O:15])[C:6](=[O:16])[NH:5]3)[CH:19]=[CH:23][CH:22]=[CH:21]1. Procedure: 23.2 mmol of 6-amino-7-nitro-2,3(1H,4H)-quinoxalinedione were reacted with 23.2 mmol of 2,5-dimethoxytetrahydrofuran by the method of Example 5d. Starting materials: C(C)(C)(C)C1=CC=C(C=O)C=C1 (4-tert-butyl benzaldehyde), C(O)CN (ethanol amine), [BH4-].[Na+] (sodium borohydride), N1C=CC2=CC=CC(=C12)C(=O)O (1H-indole-7-carboxylic acid), CCN=C=NCCCN(C)C.Cl (EDC.HCl). Run in CO (methanol). Run at time 30 minute. The product is C(C)(C)(C)C1=CC=C(CN(C(=O)C=2C=CC=C3C=CNC23)CCO)C=C1 (1H-indole-7-carboxylic acid (4-tert-butyl-benzyl)-(2-hydroxy-ethyl)-amide). Yield: 36.2%. Reaction SMILES: [C:1]([C:5]1[CH:12]=[CH:11][C:8]([CH:9]=O)=[CH:7][CH:6]=1)([CH3:4])([CH3:3])[CH3:2].[CH2:13]([CH2:15][NH2:16])[OH:14].[BH4-].[Na+].[NH:19]1[C:27]2[C:22](=[CH:23][CH:24]=[CH:25][C:26]=2[C:28](O)=[O:29])[CH:21]=[CH:20]1.CCN=C=NCCCN(C)C.Cl>CO>[C:1]([C:5]1[CH:12]=[CH:11][C:8]([CH2:9][N:16]([CH2:15][CH2:13][OH:14])[C:28]([C:26]2[CH:25]=[CH:24][CH:23]=[C:22]3[C:27]=2[NH:19][CH:20]=[CH:21]3)=[O:29])=[CH:7][CH:6]=1)([CH3:4])([CH3:3])[CH3:2] |f:2.3,5.6|. Procedure: 3.24 g (20 mmol) of 4-tert-butyl benzaldehyde and 1.22 g (20 mmol) of ethanol amine were dissolved in 20 ml methanol and stirred at rt for 30 min. 740 mg (20 mmol) of sodium borohydride were added in portions under nitrogen and the reaction mixture was stirred for 1 h at rt after complete addition. The solvent was evaporated and the residue was dissolved in diethyl ether. The organic layer was washed twice with water, dried over sodium sulfate, filtered and the solvent was evaporated. The residu... Reactants: [Br-], CN(C)P(=O)(N(C)C)N(C)C, CCOC(C)=O, [Li+], Cc1ccc(S(=O)(=O)OCC(OC2NC(=O)C2NC(=O)C(Cc2ccccc2)NC(=O)CCc2ccccc2)c2ccccc2)cc1. Product: O=C(CCc1ccccc1)NC(Cc1ccccc1)C(=O)NC1C(=O)NC1OC(CBr)c1ccccc1. RXN SMILES: [Br-:49].[CH3:50][N:51]([CH3:52])[P:53]([N:54]([CH3:55])[CH3:56])([N:57]([CH3:58])[CH3:59])=[O:60].[CH3:61][CH2:62][O:63][C:64](=[O:65])[CH3:66].[Li+:48].[c:1]1([CH2:7][CH2:8][C:9](=[O:10])[NH:11][CH:12]([CH2:13][c:14]2[cH:15][cH:16][cH:17][cH:18][cH:19]2)[C:20](=[O:21])[NH:22][CH:23]2[C:24](=[O:47])[NH:25][CH:26]2[O:27][CH:28]([CH2:29][O:30][S:31]([c:32]2[cH:33][cH:34][c:35]([CH3:36])[cH:37][cH:38]2)(=[O:39])=[O:40])[c:41]2[cH:42][cH:43][cH:44][cH:45][cH:46]2)[cH:2][cH:3][cH:4][cH:5][cH:6]1>>[c:1]1([CH2:7][CH2:8][C:9](=[O:10])[NH:11][CH:12]([CH2:13][c:14]2[cH:15][cH:16][cH:17][cH:18][cH:19]2)[C:20](=[O:21])[NH:22][CH:23]2[C:24](=[O:47])[NH:25][CH:26]2[O:27][CH:28]([CH2:29][Br:49])[c:41]2[cH:42][cH:43][cH:44][cH:45][cH:46]2)[cH:2][cH:3][cH:4][cH:5][cH:6]1. The reactants are CC=1C(=C2C=CN=CC2=CC1)[N+](=O)[O-] (6-methyl-5-nitroisoquinoline), [Sn](Cl)(Cl)(Cl)Cl (tin chloride), IX, CC1=CC=C(C=O)C=C1 (4-methylbenzaldehyde), CC=1C(=C2C=CN=CC2=CC1)[N+](=O)[O-] (6-methyl-5-nitroisoquinoline). The solvent is C(C)(=O)O (acetic acid), Cl (hydrochloric acid). Conditions: time 12 hour. Product: NC1=C2C=CN=CC2=CC=C1C (5-Amino-6-methylisoquinoline). RXN SMILES: CC1C=CC(C=O)=CC=1.[CH3:10][C:11]1[C:12]([N+:21]([O-])=O)=[C:13]2[C:18](=[CH:19][CH:20]=1)[CH:17]=[N:16][CH:15]=[CH:14]2.[Sn](Cl)(Cl)(Cl)Cl>C(O)(=O)C.Cl>[NH2:21][C:12]1[C:11]([CH3:10])=[CH:20][CH:19]=[C:18]2[C:13]=1[CH:14]=[CH:15][N:16]=[CH:17]2. Procedure details: By carrying out the preparation according to Stages 1 and 2 of PREPARATION IX above and by using 4-methylbenzaldehyde as starting reactant, 6-methyl-5-nitroisoquinoline is prepared. 4.0 g of 6-methyl-5-nitroisoquinoline are dissolved in a solution of 80 ml of acetic acid and 40 ml of concentrated hydrochloric acid, 40.0 g of tin chloride are then added and the reaction mixture is heated at reflux for 3 hours and then left for 12 hours at room temperature. The crystals formed are filtered off, ta... The reactants are C(CCC)SCC(=O)O (α-(n-butylthio)acetic acid), C1(CCCCC1)N=C=NC1CCCCC1 (N,N'-dicyclohexylcarbodiimide), CC(CCCCC)NCC=1C=NC=CC1 (N-(1-methylhexyl)-[(3-pyridyl)methyl]amine). Solvent: ClCCl (dichloromethane). The product is CC(CCCCC)N(C(CSCCCC)=O)CC=1C=NC=CC1 (N-(1-methylhexyl)-N-[(3-pyridyl)methyl]-α-(n-butylthio)acetamide). As a reaction SMILES: [CH2:1]([S:5][CH2:6][C:7]([OH:9])=O)[CH2:2][CH2:3][CH3:4].C1(N=C=NC2CCCCC2)CCCCC1.[CH3:25][CH:26]([NH:32][CH2:33][C:34]1[CH:35]=[N:36][CH:37]=[CH:38][CH:39]=1)[CH2:27][CH2:28][CH2:29][CH2:30][CH3:31]>ClCCl>[CH3:25][CH:26]([N:32]([CH2:33][C:34]1[CH:35]=[N:36][CH:37]=[CH:38][CH:39]=1)[C:7](=[O:9])[CH2:6][S:5][CH2:1][CH2:2][CH2:3][CH3:4])[CH2:27][CH2:28][CH2:29][CH2:30][CH3:31]. Procedure details: N-(1-methylhexyl)-N-[(3-pyridyl)methyl]-α-(n-butylthio)acetamide was prepared by the method of Example 2 by reacting 3.6 g. of α-(n-butylthio)acetic acid and 5.0 g. of N,N'-dicyclohexylcarbodiimide with 5.0 g. of N-(1-methylhexyl)-[(3-pyridyl)methyl]amine in 200 ml. of dichloromethane. Oil. The reactants are P(OC1=CC=CC=C1)(OC1=CC=CC=C1)OC1=CC=CC=C1 (triphenyl phosphite), C(C1=CC=CC=C1)=O (benzaldehyde), S(=O)(=O)(N)N (sulfamide). The solvent is ClC1=CC=CC=C1 (chlorobenzene). Yields the product NS(=O)(=O)NC(C1=CC=CC=C1)P(OC1=CC=CC=C1)(OC1=CC=CC=C1)=O (Diphenyl α-aminosulfonylaminobenzylphosphonate). RXN SMILES: [P:1]([O:16][C:17]1[CH:22]=[CH:21][CH:20]=[CH:19][CH:18]=1)([O:9][C:10]1[CH:15]=[CH:14][CH:13]=[CH:12][CH:11]=1)[O:2]C1C=CC=CC=1.[CH:23](=O)[C:24]1[CH:29]=[CH:28][CH:27]=[CH:26][CH:25]=1.[S:31]([NH2:35])([NH2:34])(=[O:33])=[O:32]>ClC1C=CC=CC=1>[NH2:34][S:31]([NH:35][CH:23]([P:1](=[O:2])([O:9][C:10]1[CH:11]=[CH:12][CH:13]=[CH:14][CH:15]=1)[O:16][C:17]1[CH:18]=[CH:19][CH:20]=[CH:21][CH:22]=1)[C:24]1[CH:29]=[CH:28][CH:27]=[CH:26][CH:25]=1)(=[O:33])=[O:32]. Procedure: A mixture of equimolar quantities of triphenyl phosphite, benzaldehyde, and sulfamide in chlorobenzene is warmed at 95°-100° C. for 2.5 hrs, and then the reaction mixture is stripped to 120°/0.2mm. The residue is recrystallized from acetonitrile and then from chlorobenzene, giving a white solid: mp 171°-174°; 31P nmr(DMSO-d6) -14.4(d, J = 25Hz); 1H nmr δ8.2(d of d, 1, J = 2 and 10Hz, NH), 6.9-7.6(m, 15, aryl), 6.7 (s, 2, NH2), 5.2(d of d, 1, J = 10 and 26, CH). The reactants are [OH-].[K+] (KOH), C1(=CC=CC=C1)NC(=O)N1CCNCC1 (piperazine-1-carboxylic acid phenylamide), C1=C(C=CC2=CC=CC=C12)C=O (2-naphthaldehyde), [BH-](OC(=O)C)(OC(=O)C)OC(=O)C.[Na+] (NaB(OAc)3H). Solvent: C(Cl)Cl (DCM). Run at time 16 hour. Yields the product C1(=CC=CC=C1)NC(=O)N1CCN(CC1)CC1=CC2=CC=CC=C2C=C1 (4-Naphthalen-2-ylmethyl-piperazine-1-carboxylic acid phenylamide). The yield is 64.0%. Reaction SMILES: [C:1]1([NH:7][C:8]([N:10]2[CH2:15][CH2:14][NH:13][CH2:12][CH2:11]2)=[O:9])[CH:6]=[CH:5][CH:4]=[CH:3][CH:2]=1.[CH:16]1[C:25]2[C:20](=[CH:21][CH:22]=[CH:23][CH:24]=2)[CH:19]=[CH:18][C:17]=1[CH:26]=O.[BH-](OC(C)=O)(OC(C)=O)OC(C)=O.[Na+].[OH-].[K+]>C(Cl)Cl>[C:1]1([NH:7][C:8]([N:10]2[CH2:15][CH2:14][N:13]([CH2:26][C:17]3[CH:18]=[CH:19][C:20]4[C:25](=[CH:24][CH:23]=[CH:22][CH:21]=4)[CH:16]=3)[CH2:12][CH2:11]2)=[O:9])[CH:6]=[CH:5][CH:4]=[CH:3][CH:2]=1 |f:2.3,4.5|. Procedure: A solution of piperazine-1-carboxylic acid phenylamide (103 mg) and 2-naphthaldehyde (94 mg) in DCM (2 mL) was treated with NaB(OAc)3H (148 mg). After 16 h, the resulting mixture was treated with 10% aq. KOH (2 mL). The aqueous phase was extracted with DCM (2×3 mL). The combined extracts were dried (MgSO4) and concentrated. Chromatography of the residue gave the title compound as a white foam (111 mg). 1H NMR (400 MHz, CDCl3): 7.85-7.80 (m, 3H), 7.74 (s, 1H), 7.52-7.45 (m, 3H), 7.35-7.25 (m, 4H)...